describe an organic reaction: reactants, conditions, products, and yield From a dataset of the Open Reaction Database (ORD), a public repository of structured organic reaction records. Starting materials: FC1=C(C(=O)NC=2C=C3C(=NC2)NC=C3)C(=CC=C1NS(=O)(=O)CCC)F (2,6-Difluoro-3-(propylsulfonamido)-N-(1H-pyrrolo[2,3-b]pyridin-5-yl)benzamide), BrN1C(CCC1=O)=O (N-Bromosuccinimide). The solvent is C(Cl)(Cl)Cl (CHCl3). Conditions: time 20 minute. Yields the product BrC1=CNC2=NC=C(C=C21)NC(C2=C(C(=CC=C2F)NS(=O)(=O)CCC)F)=O (N-(3-bromo-1H-pyrrolo[2,3-b]pyridin-5-yl)-2,6-difluoro-3-(propylsulfonamido)benzamide). Yield: 71.2%. RXN SMILES: [F:1][C:2]1[C:19]([NH:20][S:21]([CH2:24][CH2:25][CH3:26])(=[O:23])=[O:22])=[CH:18][CH:17]=[C:16]([F:27])[C:3]=1[C:4]([NH:6][C:7]1[CH:8]=[C:9]2[CH:15]=[CH:14][NH:13][C:10]2=[N:11][CH:12]=1)=[O:5].[Br:28]N1C(=O)CCC1=O>C(Cl)(Cl)Cl>[Br:28][C:15]1[C:9]2[C:10](=[N:11][CH:12]=[C:7]([NH:6][C:4](=[O:5])[C:3]3[C:16]([F:27])=[CH:17][CH:18]=[C:19]([NH:20][S:21]([CH2:24][CH2:25][CH3:26])(=[O:23])=[O:22])[C:2]=3[F:1])[CH:8]=2)[NH:13][CH:14]=1. Procedure: 2,6-Difluoro-3-(propylsulfonamido)-N-(1H-pyrrolo[2,3-b]pyridin-5-yl)benzamide (0.500 g, 1.268 mmol) was charged to a 100 mL round-bottom flask. CHCl3 (25 mL) was added to form a slurry. N-Bromosuccinimide (0.271 g, 1.52 mmol) was added and stirred for 20 minutes. The reaction mixture was filtered, washed with DCM, and dried under vacuum providing N-(3-bromo-1H-pyrrolo[2,3-b]pyridin-5-yl)-2,6-difluoro-3-(propylsulfonamido)benzamide (0.427 g, 71.2%) as a solid. 1H NMR (400 MHz, DMSO-d6) δ 12.12 (b... Starting materials: ClC=1N=NC(=CC1)N1CCC(CC1)CCCCl (3-choro-6-[4-(3-chloropropyl)-1-piperidinyl]pyridazine), OC=1C=C(C(=O)OCC)C=CC1 (ethyl 3-hydroxybenzoate), C([O-])([O-])=O.[K+].[K+] (potassium carbonate). Solvent: CN(C=O)C (N,N-dimethylformamide). Run at temperature 110 celsius, time 8 hour. Product: ClC1=CC=C(N=N1)N1CCC(CC1)CCCOC=1C=C(C(=O)OCC)C=CC1 (ethyl 3-[3-[1-(6-chloro-3-pyridazinyl)-4-piperidinyl]propoxy]benzoate). Yield: 75.9%. RXN SMILES: [Cl:1][C:2]1[N:3]=[N:4][C:5]([N:8]2[CH2:13][CH2:12][CH:11]([CH2:14][CH2:15][CH2:16]Cl)[CH2:10][CH2:9]2)=[CH:6][CH:7]=1.[OH:18][C:19]1[CH:20]=[C:21]([CH:27]=[CH:28][CH:29]=1)[C:22]([O:24][CH2:25][CH3:26])=[O:23].C(=O)([O-])[O-].[K+].[K+]>CN(C)C=O>[Cl:1][C:2]1[N:3]=[N:4][C:5]([N:8]2[CH2:13][CH2:12][CH:11]([CH2:14][CH2:15][CH2:16][O:18][C:19]3[CH:20]=[C:21]([CH:27]=[CH:28][CH:29]=3)[C:22]([O:24][CH2:25][CH3:26])=[O:23])[CH2:10][CH2:9]2)=[CH:6][CH:7]=1 |f:2.3.4|. Procedure details: A mixture of 4.1 parts of 3-choro-6-[4-(3-chloropropyl)-1-piperidinyl]pyridazine, 2.5 parts of ethyl 3-hydroxybenzoate, 14 parts of potassium carbonate and 94 parts of N,N-dimethylformamide was stirred overnight at 110° C. The reaction mixture was evaporated and the residue was taken up in water and dichloromethane. The separated organic layer was dried, filtered and evaporated. The residue was crystallized from 2-propanol. The product was filtered off, washed with 2-propanol and 2,2'-oxybisprop... Reactants: CC1=CC(=NC2=CC=CC=C12)N[C@@H]1CN(CC1)C(CC1=CC=C(C=C1)OC(F)(F)F)=O (1-((S)-3-(4-Methylquinolin-2-ylamino)pyrrolidin-1-yl)-2-(4-trifluoromethoxyphenyl)ethanone), Cl (HCl). Solvent: C(C)(=O)OCC (ethyl acetate), C(C)(=O)OCC (ethyl acetate). Conditions: time 2 hour. The product is Cl.CC1=CC(=NC2=CC=CC=C12)N[C@@H]1CN(CC1)C(CC1=CC=C(C=C1)OC(F)(F)F)=O (1-((S)-3-(4-methylquinolin-2-ylamino)pyrrolidin-1-yl)-2-(4-trifluoromethoxyphenyl)ethanone mono hydrochloride). Reaction SMILES: [CH3:1][C:2]1[C:11]2[C:6](=[CH:7][CH:8]=[CH:9][CH:10]=2)[N:5]=[C:4]([NH:12][C@H:13]2[CH2:17][CH2:16][N:15]([C:18](=[O:31])[CH2:19][C:20]3[CH:25]=[CH:24][C:23]([O:26][C:27]([F:30])([F:29])[F:28])=[CH:22][CH:21]=3)[CH2:14]2)[CH:3]=1.[ClH:32]>C(OCC)(=O)C>[ClH:32].[CH3:1][C:2]1[C:11]2[C:6](=[CH:7][CH:8]=[CH:9][CH:10]=2)[N:5]=[C:4]([NH:12][C@H:13]2[CH2:17][CH2:16][N:15]([C:18](=[O:31])[CH2:19][C:20]3[CH:25]=[CH:24][C:23]([O:26][C:27]([F:29])([F:30])[F:28])=[CH:22][CH:21]=3)[CH2:14]2)[CH:3]=1 |f:3.4|. Procedure: A mixture of 2-chloro-4-methylquinoline (0.30 g), 1-((S)-3-aminopyrrolidin-1-yl)-2-(4-trifluoromethoxyphenyl)ethanone mono hydrochloride (0.60 g), N,N-diisopropylethylamine (0.74 mL), and n-butanol (1.5 mL) was heated at 140° C. in a sealed tube for 23 h. The reaction mixture was diluted with chloroform and saturated aqueous sodium hydrogencarbonate, and then the aqueous layer was extracted with chloroform. The organic layer was dried with anhydrous sodium sulfate, the desiccant was removed by f... The reagents and catalysts are CC(C)(C)P(C1=CC=C(C=C1)N(C)C)C(C)(C)C.CC(C)(C)P(C1=CC=C(C=C1)N(C)C)C(C)(C)C.Cl[Pd]Cl (bis(di-tert-butyl(4-dimethylaminophenyl)phosphine)dichloropalladium (II)). As a reaction SMILES: Br[C:2]1[CH:3]=[C:4]2[C:9](=[N:10][CH:11]=1)[N:8]([C:12]([NH2:14])=[O:13])[CH2:7][CH2:6][CH2:5]2.[CH3:15][O:16][C:17]1[CH:18]=[N:19][CH:20]=[C:21](B2OC(C)(C)C(C)(C)O2)[CH:22]=1.C([O-])([O-])=O.[K+].[K+]>O1CCOCC1.O.CC(P(C(C)(C)C)C1C=CC(N(C)C)=CC=1)(C)C.CC(P(C(C)(C)C)C1C=CC(N(C)C)=CC=1)(C)C.Cl[Pd]Cl>[CH3:15][O:16][C:17]1[CH:22]=[C:21]([C:2]2[CH:3]=[C:4]3[C:9](=[N:10][CH:11]=2)[N:8]([C:12]([NH2:14])=[O:13])[CH2:7][CH2:6][CH2:5]3)[CH:20]=[N:19][CH:18]=1 |f:2.3.4,7.8.9|. Run at temperature 100 celsius. Procedure: 6-Bromo-3,4-dihydro-2H-[1,8]naphthyridine-1-carboxylic acid amide (30 mg, 0.12 mmol), 3-methoxy-5-(4,4,5,5-tetramethyl-[1,3,2]dioxaborolan-2-yl)-pyridine (43 mg, 0.18 mmol) and K2CO3 (32 mg, 0.23 mmol) are mixed in 1.0 mL of 1,4-dioxane and 0.10 mL of water. Argon gas is bubbled through the mixture for 10 min and bis(di-tert-butyl(4-dimethylaminophenyl)phosphine)dichloropalladium (II) (8.3 mg, 0.01 mmol) is added. The mixture is heated at 100° C. for 2 hrs. Then solvents are removed and EtOAc (2... Run in O1CCOCC1 (1,4-dioxane), O (water). Yield: 36.1%. Reactants: BrC=1C=C2CCCN(C2=NC1)C(=O)N (6-Bromo-3,4-dihydro-2H-[1,8]naphthyridine-1-carboxylic acid amide), COC=1C=NC=C(C1)B1OC(C(O1)(C)C)(C)C (3-methoxy-5-(4,4,5,5-tetramethyl-[1,3,2]dioxaborolan-2-yl)-pyridine), C(=O)([O-])[O-].[K+].[K+] (K2CO3). Product: COC=1C=C(C=NC1)C=1C=C2CCCN(C2=NC1)C(=O)N (6-(5-Methoxy-pyridin-3-yl)-3,4-dihydro-2H-[1,8]naphthyridine-1-carboxylic acid amide). The reactants are CC(C)N=C(NC(C)C)OC(C)(C)C, O=C(O)c1cc2[nH]cc(C3CCCCC3)c2s1, ClCCl, N=C(N)O. The product is CC(C)(C)OC(=O)c1cc2[nH]cc(C3CCCCC3)c2s1. Reaction SMILES: [CH:18]([NH:19][C:20](=[N:21][CH:22]([CH3:23])[CH3:28])[O:29][C:24]([CH3:25])([CH3:26])[CH3:27])([CH3:30])[CH3:31].[CH:1]1([c:7]2[c:8]3[c:9]([nH:10][cH:11]2)[cH:12][c:13]([C:15](=[O:16])[OH:17])[s:14]3)[CH2:2][CH2:3][CH2:4][CH2:5][CH2:6]1.[Cl:36][CH2:37][Cl:38].[NH2:32][C:33](=[NH:34])[OH:35]>>[CH:1]1([c:7]2[c:8]3[c:9]([nH:10][cH:11]2)[cH:12][c:13]([C:15](=[O:16])[O:17][C:24]([CH3:25])([CH3:26])[CH3:27])[s:14]3)[CH2:2][CH2:3][CH2:4][CH2:5][CH2:6]1. Starting materials: OCCCCCCBr, C#CCCC=CCCCC, [Li], N. Yields the product CCCCC=CCCC#CCCCCCCO. RXN SMILES: [Br:1][CH2:2][CH2:3][CH2:4][CH2:5][CH2:6][CH2:7][OH:8].[CH:9]#[C:10][CH2:11][CH2:12][CH:13]=[CH:14][CH2:15][CH2:16][CH2:17][CH3:18].[Li:19].[NH3:20]>>[CH2:2]([CH2:3][CH2:4][CH2:5][CH2:6][CH2:7][OH:8])[C:9]#[C:10][CH2:11][CH2:12][CH:13]=[CH:14][CH2:15][CH2:16][CH2:17][CH3:18]. Procedure: A solution of 5-bromo-2-chloropyrimidine (10 g, 51.8 mmol) in dimethylsulfoxide (26 mL) was added to a mixture of sodium cyanide (2.59 g, 51.8 mmol) and triethylenediamine (1.2 g, 10.4 mmol) in dimethylsulfoxide (14 mL) and water (28 mL). The resulting mixture was stirred for 18 hours at room temperature. The mixture was then diluted with water (130 mL) and extracted with diethyl ether (3×150 mL). The combined organic solutions were dried over sodium sulfate and concentrated in vacuo to give a p... Reactants: BrC=1C=NC(=NC1)Cl (5-bromo-2-chloropyrimidine), [C-]#N.[Na+] (sodium cyanide), C1CN2CCN1CC2 (triethylenediamine), ClCCl (dichloromethane). Reaction conditions: time 18 hour. As a reaction SMILES: [Br:1][C:2]1[CH:3]=[N:4][C:5](Cl)=[N:6][CH:7]=1.[C-]#N.[Na+].C1N2CC[N:14](CC2)[CH2:13]1.ClCCl>CS(C)=O.O>[Br:1][C:2]1[CH:3]=[N:4][C:5]([C:13]#[N:14])=[N:6][CH:7]=1 |f:1.2|. Run in O (water), CS(=O)C (dimethylsulfoxide), CS(=O)C (dimethylsulfoxide), O (water). Isolated yield 99.0%. Product: BrC=1C=NC(=NC1)C#N (5-Bromo-pyrimidine-2-carbonitrile).